Task: describe an organic reaction: reactants, conditions, products, and yield. Dataset: the Open Reaction Database (ORD), a public repository of structured organic reaction records Starting materials: NCCCOCCOCCOCCCNC1=CC=C(C=C1)[N+](=O)[O-] (N-(3-{2-[2-(3-aminopropoxy)ethoxy]ethoxy}propyl)-N-(4-nitrophenyl)amine), Cl (hydrogen chloride). Solvent: CO (methanol), CO (methanol). Reaction SMILES: [NH2:1][CH2:2][CH2:3][CH2:4][O:5][CH2:6][CH2:7][O:8][CH2:9][CH2:10][O:11][CH2:12][CH2:13][CH2:14][NH:15][C:16]1[CH:21]=[CH:20][C:19]([N+:22]([O-])=O)=[CH:18][CH:17]=1.[ClH:25]>CO>[ClH:25].[NH2:1][CH2:2][CH2:3][CH2:4][O:5][CH2:6][CH2:7][O:8][CH2:9][CH2:10][O:11][CH2:12][CH2:13][CH2:14][NH:15][C:16]1[CH:21]=[CH:20][C:19]([NH2:22])=[CH:18][CH:17]=1 |f:3.4|. Procedure details: 1.5 g of nitro derivative (19) prepared above and about 100 ml of methanol were introduced into a 200 ml autoclave (hydrogenator) equipped with a magnetic stirrer. The solution obtained was degassed with nitrogen. 0.4 g of palladium-on-charcoal (5% humidity, comprising 50% water) was added thereto. The reaction mixture was stirred, while flushing once with hydrogen, and hydrogen was then introduced to a pressure of about 5 bar. After reaction for 4 hours, the reactor was flushed with nitrogen an... Product: Cl.NCCCOCCOCCOCCCNC1=CC=C(C=C1)N (N-(3-{2-[2-(3-aminopropoxy)ethoxy]ethoxy}propyl)benzene-1,4-diamine Hydrochloride). Starting materials: C1(CCCC1)C(C#CC1=CC(=C(C=C1)C1(CC1)C#N)F)(CC=1OC(OC(C1)=O)(C)C)O (1-{4-[3-Cyclopentyl-4-(2,2-dimethyl-6-oxo-6H-[1,3]dioxin-4-yl)-3-hydroxy-but-1-ynyl]-2-fluoro-phenyl}-cyclopropanecarbonitrile). The reagents and catalysts are [OH-].[OH-].[Pd+2] (Pd(OH)2/C). Run in CCO (EtOH). Reaction conditions: time 6 hour. Yields the product C1(CCCC1)C(CCC1=CC(=C(C=C1)C1(CC1)C#N)F)(CC=1OC(OC(C1)=O)(C)C)O (1-{4-[3-Cyclopentyl-4-(2,2-dimethyl-6-oxo-6H-[1,3]dioxin-4-yl)-3-hydroxy-butyl]-2-fluoro-phenyl}-cyclopropanecarbonitrile). Yield: 99.0%. RXN SMILES: [CH:1]1([C:6]([OH:31])([CH2:21][C:22]2[O:23][C:24]([CH3:30])([CH3:29])[O:25][C:26](=[O:28])[CH:27]=2)[C:7]#[C:8][C:9]2[CH:14]=[CH:13][C:12]([C:15]3([C:18]#[N:19])[CH2:17][CH2:16]3)=[C:11]([F:20])[CH:10]=2)[CH2:5][CH2:4][CH2:3][CH2:2]1>CCO.[OH-].[OH-].[Pd+2]>[CH:1]1([C:6]([OH:31])([CH2:21][C:22]2[O:23][C:24]([CH3:29])([CH3:30])[O:25][C:26](=[O:28])[CH:27]=2)[CH2:7][CH2:8][C:9]2[CH:14]=[CH:13][C:12]([C:15]3([C:18]#[N:19])[CH2:17][CH2:16]3)=[C:11]([F:20])[CH:10]=2)[CH2:5][CH2:4][CH2:3][CH2:2]1 |f:2.3.4|. Procedure details: To a solution of 1-{4-[3-Cyclopentyl-4-(2,2-dimethyl-6-oxo-6H-[1,3]dioxin-4-yl)-3-hydroxy-but-1-ynyl]-2-fluoro-phenyl}-cyclopropanecarbonitrile (1.0 g, 2.4 mmol) from Step 5 above dissolved in EtOH (20 mL) was added Pd(OH)2/C (20% wt dry basis, 100 mg) and the reaction was stirred under a hydrogen atmosphere for 6 hours. The palladium catalyst was removed by filtration, and the solvent removed by rotary evaporation. The resulting oil was used without further purification (1.02 g, 99% yield). Reactants: O=C1CCC1, COc1cc(C(F)(F)F)cc(SC)c1C(=O)NC1CCCCC1N. The product is COc1cc(C(F)(F)F)cc(SC)c1C(=O)NC1CCCCC1NC1CCC1. RXN SMILES: [C:25]1(=[O:29])[CH2:26][CH2:27][CH2:28]1.[NH2:1][CH:2]1[CH:3]([NH:8][C:9]([c:10]2[c:11]([O:22][CH3:23])[cH:12][c:13]([C:18]([F:19])([F:20])[F:21])[cH:14][c:15]2[S:16][CH3:17])=[O:24])[CH2:4][CH2:5][CH2:6][CH2:7]1>>[NH:1]([CH:2]1[CH:3]([NH:8][C:9]([c:10]2[c:11]([O:22][CH3:23])[cH:12][c:13]([C:18]([F:19])([F:20])[F:21])[cH:14][c:15]2[S:16][CH3:17])=[O:24])[CH2:4][CH2:5][CH2:6][CH2:7]1)[CH:25]1[CH2:26][CH2:27][CH2:28]1. The reactants are BrCCC(C(=O)O)(C1=CC=CC=C1)C1=CC=CC=C1 (4-Bromo-2,2-diphenylbutyric acid), S(=O)(Cl)Cl (thionyl chloride), CO (Methanol). Reagents/catalysts: CN(C=O)C (N,N-dimethylformamide). The solvent is C(Cl)(Cl)Cl (chloroform). Run at temperature 0 celsius. Yields the product COC(C(CCBr)(C1=CC=CC=C1)C1=CC=CC=C1)=O (4-Bromo-2,2-diphenyl-butyric acid methyl ester). RXN SMILES: [Br:1][CH2:2][CH2:3][C:4]([C:14]1[CH:19]=[CH:18][CH:17]=[CH:16][CH:15]=1)([C:8]1[CH:13]=[CH:12][CH:11]=[CH:10][CH:9]=1)[C:5]([OH:7])=[O:6].S(Cl)(Cl)=O.[CH3:24]O>C(Cl)(Cl)Cl.CN(C)C=O>[CH3:24][O:6][C:5](=[O:7])[C:4]([C:14]1[CH:19]=[CH:18][CH:17]=[CH:16][CH:15]=1)([C:8]1[CH:9]=[CH:10][CH:11]=[CH:12][CH:13]=1)[CH2:3][CH2:2][Br:1]. Reported procedure: 4-Bromo-2,2-diphenylbutyric acid (5.0 g, 16 mmol), thionyl chloride (1.1 mL, 16 mmol), and N,N-dimethylformamide (0.02 mL, 0.20 mmol) in chloroform (16 mL) were mixed at room temperature under a stream of nitrogen. The reaction mixture was heated to reflux, stirred under reflux for 4 h, and cooled to 0° C. Methanol (50 mL) was added. The reaction mixture was warmed to room temperature and concentrated to dryness, yielding a brown oil. The crude material was purified on SiO2 (120 g) using 10% EtO... Starting materials: O1C(OCC1)C=1C=C(C=CC1)NC(C1=CN=CC(=C1)C)=O (N-(3-[1,3]Dioxolan-2-yl-phenyl)-5-methyl-nicotinamide), FC=1C=CC(=NC1)C(=O)Cl (5-fluoropicolinoyl chloride). The product is O1C(OCC1)C=1C=C(C=CC1)NC(=O)C1=NC=C(C=C1)F (5-Fluoro-pyridine-2-carboxylic acid (3-[1,3]dioxolan-2-yl-phenyl)-amide). RXN SMILES: [O:1]1[CH2:5][CH2:4][O:3][CH:2]1[C:6]1[CH:7]=[C:8]([NH:12]C(=O)C2C=C(C)C=NC=2)[CH:9]=[CH:10][CH:11]=1.[F:22][C:23]1[CH:24]=[CH:25][C:26]([C:29](Cl)=[O:30])=[N:27][CH:28]=1>>[O:1]1[CH2:5][CH2:4][O:3][CH:2]1[C:6]1[CH:7]=[C:8]([NH:12][C:29]([C:26]2[CH:25]=[CH:24][C:23]([F:22])=[CH:28][N:27]=2)=[O:30])[CH:9]=[CH:10][CH:11]=1. Procedure details: The subtitle compound is prepared according to the reaction 4.01a described above using 5-fluoropicolinoyl chloride: LC-MS A: tR=0.89 min; [M+H]+=289.29.